Dataset: the Open Reaction Database (ORD), a public repository of structured organic reaction records. Task: describe an organic reaction: reactants, conditions, products, and yield Starting materials: CCCC[SnH](CCCC)CCCC, CCOCCl, [Li]CCCC, CCOCC, CC(C)NC(C)C, N, C1CCOC1, O. Product: CCCC[Sn](CCCC)(CCCC)COCC. Reaction SMILES: [CH2:13]([CH2:14][CH2:15][CH3:16])[SnH:17]([CH2:18][CH2:19][CH2:20][CH3:21])[CH2:22][CH2:23][CH2:24][CH3:25].[CH2:26]([CH3:27])[O:28][CH2:29][Cl:30].[CH2:8]([Li:9])[CH2:10][CH2:11][CH3:12].[CH3:32][CH2:33][O:34][CH2:35][CH3:36].[CH:1]([NH:2][CH:3]([CH3:4])[CH3:5])([CH3:6])[CH3:7].[NH3:31].[O:38]1[CH2:39][CH2:40][CH2:41][CH2:42]1.[OH2:37]>>[CH2:13]([CH2:14][CH2:15][CH3:16])[Sn:17]([CH2:18][CH2:19][CH2:20][CH3:21])([CH2:22][CH2:23][CH2:24][CH3:25])[CH2:29][O:28][CH2:26][CH3:27]. Reactants: C(C)OC(C=C1NC2=CC=CC=C2N(C1=O)C)=O (4-Methyl-3-oxo-3,4-dihydro-1H-quinoxalin-2-ylidene-acetic acid ethyl ester), C(#N)[BH3-].[Na+] (sodium cyanoborohydride). Run in CO.CC(=O)O (MeOH HOAc). Conditions: time 5 minute. The product is C(C)OC(CC1NC2=CC=CC=C2N(C1=O)C)=O (4-methyl-3-oxo-1,2,3,4-tetrahydro-quinoxalin-2-yl-acetic acid ethyl ester). As a reaction SMILES: [CH2:1]([O:3][C:4](=[O:18])[CH:5]=[C:6]1[C:15](=[O:16])[N:14]([CH3:17])[C:13]2[C:8](=[CH:9][CH:10]=[CH:11][CH:12]=2)[NH:7]1)[CH3:2].C([BH3-])#N.[Na+]>CO.CC(O)=O>[CH2:1]([O:3][C:4](=[O:18])[CH2:5][CH:6]1[C:15](=[O:16])[N:14]([CH3:17])[C:13]2[C:8](=[CH:9][CH:10]=[CH:11][CH:12]=2)[NH:7]1)[CH3:2] |f:1.2,3.4|. Reported procedure: 4-Methyl-3-oxo-3,4-dihydro-1H-quinoxalin-2-ylidene-acetic acid ethyl ester (1.1 g, 4.47 mmol) was suspended in 25 mL of MeOH/HOAc (2:1) at rt and sodium cyanoborohydride was added portionwise (281 mg, 4.47 mmol). The mixture became clear after five minutes and was continuously stirred at rt for 2 hours. The solvent was removed under reduced pressure. The crude residue was mixed with water (50 mL) and extracted with EtOAc (3×40 mL). The organic layers were combined, washed with water, brine and d... Reactants: BrC=1C(=NC=C(C(=O)NC2=CC=C(C=C2)OC(F)(F)F)C1)N1C[C@@H]([C@H](C1)O)O (5-bromo-6-((3S,4S)-3,4-dihydroxypyrrolidin-1-yl)-N-(4-(trifluoromethoxy)phenyl)nicotinamide), C(C)(C)(C)OC(=O)N1C(=CC=C1C#N)B(O)O ((1-(tert-butoxycarbonyl)-5-cyano-1H-pyrrol-2-yl)boronic acid). Yields the product C(#N)C1=CC=C(N1)C=1C(=NC=C(C(=O)NC2=CC=C(C=C2)OC(F)(F)F)C1)N1C[C@@H]([C@H](C1)O)O (5-(5-Cyano-1H-pyrrol-2-yl)-6-((3S,4S)-3,4-dihydroxypyrrolidin-1-yl)-N-(4-(trifluoromethoxy)phenyl)nicotinamide). As a reaction SMILES: Br[C:2]1[C:3]([N:22]2[CH2:26][C@H:25]([OH:27])[C@@H:24]([OH:28])[CH2:23]2)=[N:4][CH:5]=[C:6]([CH:21]=1)[C:7]([NH:9][C:10]1[CH:15]=[CH:14][C:13]([O:16][C:17]([F:20])([F:19])[F:18])=[CH:12][CH:11]=1)=[O:8].C(OC([N:36]1[C:40]([C:41]#[N:42])=[CH:39][CH:38]=[C:37]1B(O)O)=O)(C)(C)C>>[C:41]([C:40]1[NH:36][C:37]([C:2]2[C:3]([N:22]3[CH2:26][C@H:25]([OH:27])[C@@H:24]([OH:28])[CH2:23]3)=[N:4][CH:5]=[C:6]([CH:21]=2)[C:7]([NH:9][C:10]2[CH:15]=[CH:14][C:13]([O:16][C:17]([F:19])([F:20])[F:18])=[CH:12][CH:11]=2)=[O:8])=[CH:38][CH:39]=1)#[N:42]. Procedure details: The title compound was prepared in an analogous fashion to that described in Example 29 using 5-bromo-6-((3S,4S)-3,4-dihydroxypyrrolidin-1-yl)-N-(4-(trifluoromethoxy)phenyl)nicotinamide (Stage 31.1) and (1-(tert-butoxycarbonyl)-5-cyano-1H-pyrrol-2-yl)boronic acid (Stage 29.1) to afford an off-white solid. UPLC-MS (Condition 3) tR=0.94 min, m/z=474.1 [M+H]+, m/z=472.1 [M−H]−; 1H NMR (400 MHz, DMSO-d6) δ ppm 3.02 (d, J=11.86 Hz, 2H) 3.46 (dd, J=11.86, 3.55 Hz, 2H) 3.89 (br. s, 2H) 5.09 (d, J=2.45 ... Starting materials: BrC=1C=C(C(=NC1)OCC)N (5-Bromo-2-ethoxypyridin-3-amine), OC1=C(C=C(C=C1)S(=O)(=O)Cl)C (4-hydroxy-3-methylbenzene-1-sulfonyl chloride), 15b. Product: BrC=1C=C(C(=NC1)OCC)NS(=O)(=O)C1=CC(=C(C=C1)O)C (N-(5-Bromo-2-ethoxypyridin-3-yl)-4-hydroxy-3-methylbenzenesulfonamide). Isolated yield 100.0%. Reaction SMILES: [Br:1][C:2]1[CH:3]=[C:4]([NH2:11])[C:5]([O:8][CH2:9][CH3:10])=[N:6][CH:7]=1.[OH:12][C:13]1[CH:18]=[CH:17][C:16]([S:19](Cl)(=[O:21])=[O:20])=[CH:15][C:14]=1[CH3:23]>>[Br:1][C:2]1[CH:3]=[C:4]([NH:11][S:19]([C:16]2[CH:17]=[CH:18][C:13]([OH:12])=[C:14]([CH3:23])[CH:15]=2)(=[O:21])=[O:20])[C:5]([O:8][CH2:9][CH3:10])=[N:6][CH:7]=1. Reported procedure: 5-Bromo-2-ethoxypyridin-3-amine (506 mg, 2.33 mmol) was treated with 4-hydroxy-3-methylbenzene-1-sulfonyl chloride (506 mg, 2.45 mmol, prepared as described at JP 47015818 B4 19720511) according to the method described in Preparation 15b to give 902 mg (100% yield) of the title compound as an oil. Purity 99%. The reactants are [Cr](=O)(=O)([O-])O[Cr](=O)(=O)[O-].[K+].[K+] (potassium dichromate), acylamido, [Cr](=O)(=O)([O-])O[Cr](=O)(=O)[O-].[K+].[K+] (potassium dichromate), C(CCC)(=O)NC1=C2C=CC(=NC2=C(C(=C1)NC(CCC)=O)OC(CCC)=O)C (5,7-dibutyramido-8-butyroxy-2-methylquinoline), O (water). Solvent: C(C)(=O)O (acetic acid), C(C)(=O)O (acetic acid). The product is C(CCC)(=O)NC1=CC(C=2C=CC(=NC2C1=O)C)=O (7-BUTYRAMIDO-2-METHYLQUINOLINE-5,8-DIONE). Isolated yield 77.0%. RXN SMILES: [Cr](O[Cr]([O-])(=O)=O)([O-])(=O)=O.[K+].[K+].C(N[C:18]1[CH:27]=[C:26]([NH:28][C:29](=[O:33])[CH2:30][CH2:31][CH3:32])[C:25]([O:34]C(=O)CCC)=[C:24]2[C:19]=1[CH:20]=[CH:21][C:22]([CH3:40])=[N:23]2)(=O)CCC.[OH2:41]>C(O)(=O)C>[C:29]([NH:28][C:26]1[C:25](=[O:34])[C:24]2[N:23]=[C:22]([CH3:40])[CH:21]=[CH:20][C:19]=2[C:18](=[O:41])[CH:27]=1)(=[O:33])[CH2:30][CH2:31][CH3:32] |f:0.1.2|. Procedure: This compound was prepared by the oxidation of the corresponding acylamido with potassium dichromate in glacial acetic acid. In a 500 ml. round-bottomed flask equipped with a magnetic bar, 5,7-dibutyramido-8-butyroxy-2-methylquinoline (34) (prepared as described in Examples 31-34) (3.29 g., 8.25 mmol) was suspended in 122 ml of glacial acetic acid. A solution of potassium dichromate (8.8 g., 0.03 mol) in 115 ml. of water was added and stirred. The stirred suspension began to dissolve but, after ... Starting materials: FC(C)(C=1SC(=CN1)C1=CC(=CC(=C1)NC1=NC=CC(=N1)C(F)(F)F)C)[C@@H]1CC[C@H](CC1)C(=O)OCCCC (butyl trans-4-{1-fluoro-1-[5-(3-methyl-5-{[4-(trifluoromethyl)-pyrimidin-2-yl]amino}phenyl)-1,3-thiazol-2-yl]ethyl}cyclohexanecarboxylate), [OH-].[Na+] (sodium hydroxide), Cl (HCl). Run in O (water), C(C)(=O)OCC (ethyl acetate), CO (methanol). Reaction conditions: temperature 60 celsius. The product is FC(C)(C=1SC(=CN1)C1=CC(=CC(=C1)NC1=NC=CC(=N1)C(F)(F)F)C)[C@@H]1CC[C@H](CC1)C(=O)O (racemic trans-4-{1-fluoro-1-[5-(3-methyl-5-{[4-(trifluoromethyl)pyrimidin-2-yl]amino}phenyl)-1,3-thiazol-2-yl]ethyl}cyclohexanecarboxylic acid). As a reaction SMILES: [F:1][C:2]([C@H:27]1[CH2:32][CH2:31][C@H:30]([C:33]([O:35]CCCC)=[O:34])[CH2:29][CH2:28]1)([C:4]1[S:5][C:6]([C:9]2[CH:14]=[C:13]([NH:15][C:16]3[N:21]=[C:20]([C:22]([F:25])([F:24])[F:23])[CH:19]=[CH:18][N:17]=3)[CH:12]=[C:11]([CH3:26])[CH:10]=2)=[CH:7][N:8]=1)[CH3:3].[OH-].[Na+].Cl>CO.O.C(OCC)(=O)C>[F:1][C:2]([C@H:27]1[CH2:32][CH2:31][C@H:30]([C:33]([OH:35])=[O:34])[CH2:29][CH2:28]1)([C:4]1[S:5][C:6]([C:9]2[CH:14]=[C:13]([NH:15][C:16]3[N:21]=[C:20]([C:22]([F:24])([F:25])[F:23])[CH:19]=[CH:18][N:17]=3)[CH:12]=[C:11]([CH3:26])[CH:10]=2)=[CH:7][N:8]=1)[CH3:3] |f:1.2|. Procedure: To a solution of butyl trans-4-{1-fluoro-1-[5-(3-methyl-5-{[4-(trifluoromethyl)-pyrimidin-2-yl]amino}phenyl)-1,3-thiazol-2-yl]ethyl}cyclohexanecarboxylate (80 mg, 0.14 mmol) in methanol (1.5 mL) was added sodium hydroxide (1.0 M in H2O, 0.28 mL, 0.28 mmol) and the reaction was heated to 60° C. overnight. Then, the reaction was cooled to room temperature, acidified to a pH of ˜3 with HCl (1.0 M in water) and diluted with water and ethyl acetate. The organic layer was separated, dried over magnesi... Reactants: Cc1oc(=O)oc1CBr, CN(C)C=O, CCOC(=O)c1c2n(c3cc(N4CCNCC4)c(F)cc3c1=O)C(c1ccccc1)S2, O. Yields the product CCOC(=O)c1c2n(c3cc(N4CCN(Cc5oc(=O)oc5C)CC4)c(F)cc3c1=O)C(c1ccccc1)S2. As a reaction SMILES: [Br:32][CH2:33][c:34]1[o:35][c:36](=[O:40])[o:37][c:38]1[CH3:39].[CH3:42][N:43]([CH3:44])[CH:45]=[O:46].[F:1][c:2]1[cH:3][c:4]2[c:5](=[O:31])[c:6]([C:26](=[O:27])[O:28][CH2:29][CH3:30])[c:7]3[n:8]([c:9]2[cH:10][c:11]1[N:12]1[CH2:13][CH2:14][NH:15][CH2:16][CH2:17]1)[CH:18]([c:20]1[cH:21][cH:22][cH:23][cH:24][cH:25]1)[S:19]3.[OH2:41]>>[F:1][c:2]1[cH:3][c:4]2[c:5](=[O:31])[c:6]([C:26](=[O:27])[O:28][CH2:29][CH3:30])[c:7]3[n:8]([c:9]2[cH:10][c:11]1[N:12]1[CH2:13][CH2:14][N:15]([CH2:33][c:34]2[o:35][c:36](=[O:40])[o:37][c:38]2[CH3:39])[CH2:16][CH2:17]1)[CH:18]([c:20]1[cH:21][cH:22][cH:23][cH:24][cH:25]1)[S:19]3. Reactants: C(C1=CC=CC=C1)[C@@H]1NC(NC1=O)CCC(=O)OCC(C)C (isobutyl (4S)-4-benzyl-5-oxo-2-imidazolidinepropanoate). Run in C1(=CC=CC=C1)C (toluene). The product is C(C1=CC=CC=C1)[C@H]1C(NC2N1C(CC2)=O)=O ((3S)-3-Benzyl-2,5-dioxohexahydro-1H-pyrrolo[1,2-a]imidazole). The yield is 50.4%. As a reaction SMILES: [CH2:1]([C@H:8]1[C:12](=[O:13])[NH:11][CH:10]([CH2:14][CH2:15][C:16]([O:18]CC(C)C)=O)[NH:9]1)[C:2]1[CH:7]=[CH:6][CH:5]=[CH:4][CH:3]=1>C1(C)C=CC=CC=1>[CH2:1]([C@@H:8]1[N:9]2[C:16](=[O:18])[CH2:15][CH2:14][CH:10]2[NH:11][C:12]1=[O:13])[C:2]1[CH:7]=[CH:6][CH:5]=[CH:4][CH:3]=1. Procedure: A solution of isobutyl (4S)-4-benzyl-5-oxo-2-imidazolidinepropanoate (2.3 g, 7.33 mmol) in toluene (100 ml) was refluxed for 8 days. After evaporation of the solvent, the residue was chromatographed over silica gel (dichlorometane-methanol 9:1). The appropriate fractions were collected and evaporated; the residue was triturated with diethyl ether to afford 850 mg (50%) of the title compound, m.p. 141°-145° C. NMR (CDCl3): deltaH =7.25 (s, 5H, PhH); 7.02 (b.s., 1H, NH); 4.52 (t, J=4.5 Hz, 1H, PhC... The reactants are O=C(O)c1ccc(OCc2ccccc2)c(Cl)c1, O=S(Cl)Cl. Yields the product O=C(O)c1ccc(OCc2ccccc2)c(Cl)c1, [Cl-]. Reaction SMILES: [CH2:5]([c:6]1[cH:7][cH:8][cH:9][cH:10][cH:11]1)[O:12][c:13]1[c:14]([Cl:22])[cH:15][c:16]([C:17](=[O:18])[OH:19])[cH:20][cH:21]1.[S:1]([Cl:2])([Cl:3])=[O:4]>>[CH2:5]([c:6]1[cH:7][cH:8][cH:9][cH:10][cH:11]1)[O:12][c:13]1[c:14]([Cl:22])[cH:15][c:16]([C:17](=[O:18])[OH:19])[cH:20][cH:21]1.[Cl-:3]. Starting materials: NC1=CC2=C(C(=C(O2)I)C(=O)NC)C=C1Br (6-amino-5-bromo-2-iodo-N-methylbenzofuran-3-carboxamide), CS(=O)(=O)Cl (MsCl), O (H2O), O[Li].O (LiOH.H2O). Yield: 66.8%. Procedure details: To a solution of 6-amino-5-bromo-2-iodo-N-methylbenzofuran-3-carboxamide (1 g, 2.53 mmol) in pyridine, MsCl (580 mg, 5.06 mmol) was added dropwise at 0° C. The mixture was allowed to warm to room temperature and stirred for 1.5 h. After the solvent was removed, the reaction mixture was adjusted to pH=5-6 with 1 N HCl. After filtration, the solid was dissolved in THF:H2O=5:1 (15 mL) and then LiOH.H2O (800 mg, 20 mmol) was added. The mixture was stirred for 30 minutes at room temperature. After th... The solvent is N1=CC=CC=C1 (pyridine). Run at time 1.5 hour. Product: BrC=1C(=CC2=C(C(=C(O2)I)C(=O)NC)C1)NS(=O)(=O)C (5-bromo-2-iodo-N-methyl-6-(methylsulfonamido)benzofuran-3-carboxamide). Reaction SMILES: [NH2:1][C:2]1[C:15]([Br:16])=[CH:14][C:5]2[C:6]([C:10]([NH:12][CH3:13])=[O:11])=[C:7]([I:9])[O:8][C:4]=2[CH:3]=1.[CH3:17][S:18](Cl)(=[O:20])=[O:19].O.O[Li].O>N1C=CC=CC=1>[Br:16][C:15]1[C:2]([NH:1][S:18]([CH3:17])(=[O:20])=[O:19])=[CH:3][C:4]2[O:8][C:7]([I:9])=[C:6]([C:10]([NH:12][CH3:13])=[O:11])[C:5]=2[CH:14]=1 |f:3.4|.